This data is from the Open Reaction Database (ORD), a public repository of structured organic reaction records. The task is: describe an organic reaction: reactants, conditions, products, and yield As a reaction SMILES: [CH2:36]1[O:37][CH2:38][CH2:39][CH2:40]1.[CH3:22][CH2:23][CH2:24][CH2:25][Li:26].[CH:27]1([N:33]=[C:34]=[O:35])[CH2:28][CH2:29][CH2:30][CH2:31][CH2:32]1.[Cl:1][c:2]1[cH:3][cH:4][c:5](-[c:8]2[c:9](-[c:14]3[c:15]([Cl:21])[cH:16][c:17]([Cl:20])[cH:18][cH:19]3)[n:10][cH:11][n:12]2[CH3:13])[cH:6][cH:7]1>>[Cl:1][c:2]1[cH:3][cH:4][c:5](-[c:8]2[c:9](-[c:14]3[c:15]([Cl:21])[cH:16][c:17]([Cl:20])[cH:18][cH:19]3)[n:10][c:11]([C:34]([NH:33][CH:27]3[CH2:28][CH2:29][CH2:30][CH2:31][CH2:32]3)=[O:35])[n:12]2[CH3:13])[cH:6][cH:7]1. Product: Cn1c(C(=O)NC2CCCCC2)nc(-c2ccc(Cl)cc2Cl)c1-c1ccc(Cl)cc1. Starting materials: C1CCOC1, [Li]CCCC, O=C=NC1CCCCC1, Cn1cnc(-c2ccc(Cl)cc2Cl)c1-c1ccc(Cl)cc1.